From a dataset of the Open Reaction Database (ORD), a public repository of structured organic reaction records. describe an organic reaction: reactants, conditions, products, and yield Reactants: CC(C)(C)C1N(CCN(C1)CC1OCCC2=C(C=CC=C12)Br)C(=O)[O-] (1,1-dimethylethyl-4-[(5-bromo-3,4-dihydro-1H-isochromen-1-yl)methyl]piperazine-1-carboxylate), Cl.O1CCOCC1 (HCl dioxane). Solvent: C(Cl)Cl (DCM). Conditions: time 2 hour. Product: BrC1=C2CCOC(C2=CC=C1)CN1CCNCC1 (1-[(5-bromo-3,4-dihydro-1H-isochromen-1-yl)methyl]piperazine). As a reaction SMILES: CC([CH:5]1[CH2:10][N:9]([CH2:11][CH:12]2[C:21]3[C:16](=[C:17]([Br:22])[CH:18]=[CH:19][CH:20]=3)[CH2:15][CH2:14][O:13]2)[CH2:8][CH2:7][N:6]1C([O-])=O)(C)C.Cl.O1CCOCC1>C(Cl)Cl>[Br:22][C:17]1[CH:18]=[CH:19][CH:20]=[C:21]2[C:16]=1[CH2:15][CH2:14][O:13][CH:12]2[CH2:11][N:9]1[CH2:8][CH2:7][NH:6][CH2:5][CH2:10]1 |f:1.2|. Procedure details: A solution of 1,1-dimethylethyl-4-[(5-bromo-3,4-dihydro-1H-isochromen-1-yl)methyl]piperazine-1-carboxylate (480 mg, 1.2 mmol) in 10 mL of DCM was added 10 mL of 4N HCl/dioxane, and then stirred at room temperature for 2 hours. The solvents was removed under vacuum to afford 1-[(5-bromo-3,4-dihydro-1H-isochromen-1-yl)methyl]piperazine. The reactants are ICC (iodoethane), C(C)(C)(C)OC(N[C@H]1COC2=C(NC1=O)C=CC=C2)=O ((S)-(8-oxo-6,7,8,9-tetrahydro-5-oxa-9-aza-benzocyclohepten-7-yl)-carbamic acid tert-butyl ester). Procedure: In an analogous manner to that described in example 5d), the alkylation by iodoethane of (S)-(8-oxo-6,7,8,9-tetrahydro-5-oxa-9-aza-benzocyclohepten-7-yl)-carbamic acid tert-butyl ester [Chem.Pharm.Bull. 1986, 34(3), 1128–47] yielded (87% of theory) the title compound as a white solid, m.p.: 112° C., MS m/e (%): 307.1 (M+H+, 93). Yields the product C(C)(C)(C)OC(N[C@H]1COC2=C(N(C1=O)CC)C=CC=C2)=O (((S)-9-Ethyl-8-oxo-6,7,8,9-tetrahydro-5-oxa-9-aza-benzocyclohepten-7-yl)-carbamic acid tert-butyl ester). As a reaction SMILES: I[CH2:2][CH3:3].[C:4]([O:8][C:9](=[O:23])[NH:10][C@@H:11]1[C:17](=[O:18])[NH:16][C:15]2[CH:19]=[CH:20][CH:21]=[CH:22][C:14]=2[O:13][CH2:12]1)([CH3:7])([CH3:6])[CH3:5]>>[C:4]([O:8][C:9](=[O:23])[NH:10][C@@H:11]1[C:17](=[O:18])[N:16]([CH2:2][CH3:3])[C:15]2[CH:19]=[CH:20][CH:21]=[CH:22][C:14]=2[O:13][CH2:12]1)([CH3:7])([CH3:5])[CH3:6]. Reactants: COC1=CC=C(C(=O)C2=CC=CC=C2)C=C1 (4-methoxybenzophenone). Reagents/catalysts: C(C)(=O)O (acetic acid). Solvent: C(C)(C)O (isopropanol). Run at time 140 hour. Product: COC1=CC=C(C=C1)C(O)(C1=CC=C(C=C1)OC)C(O)(C1=CC=CC=C1)C1=CC=CC=C1 (4,4'-dimethoxybenzopinacol). Reaction SMILES: [CH3:1][O:2][C:3]1[CH:16]=[CH:15][C:6]([C:7]([C:9]2[CH:14]=[CH:13][CH:12]=[CH:11][CH:10]=2)=[O:8])=[CH:5][CH:4]=1>C(O)(=O)C.C(O)(C)C>[CH3:1][O:2][C:3]1[CH:16]=[CH:15][C:6]([C:7]([C:7]([C:9]2[CH:14]=[CH:13][CH:12]=[CH:11][CH:10]=2)([C:6]2[CH:15]=[CH:16][CH:3]=[CH:4][CH:5]=2)[OH:8])([C:9]2[CH:14]=[CH:13][C:12]([O:2][CH3:1])=[CH:11][CH:10]=2)[OH:8])=[CH:5][CH:4]=1. Procedure details: To a one neck, one liter round bottom glass flask equipped with a stirrer and condenser was charged 10 g of 4-methoxybenzophenone, 300 cc of isopropanol, and 1 drop of glacial acetic acid. The solution was exposed to radiation through the flask wall for 140 hours from a 275 watt U.V. sunlamp situated 4 inches from the side of the flask. The solvent was stripped off under vacuum and the residue crystallized from ethyl alcohol to give 4,4'-dimethoxybenzopinacol with, after drying, a melting point ... Reactants: ClC=1C(=NC=C(C1)C(F)(F)F)OC1=CC=C(OC(C(=O)OC)C)C=C1 (methyl 2-[4-(3-chloro-5-trifluoromethyl-2-pyridyloxy)phenoxy]propionate), [OH-].[K+] (potassium hydroxide). Solvent: CO (methanol), O (water). Product: ClC=1C(=NC=C(C1)C(F)(F)F)OC1=CC=C(OC(C(=O)O)C)C=C1 (2-[4-(3-chloro-5-trifluoromethyl-2-pyridyloxy)-phenoxy]propionic acid). RXN SMILES: [Cl:1][C:2]1[C:3]([O:12][C:13]2[CH:25]=[CH:24][C:16]([O:17][CH:18]([CH3:23])[C:19]([O:21]C)=[O:20])=[CH:15][CH:14]=2)=[N:4][CH:5]=[C:6]([C:8]([F:11])([F:10])[F:9])[CH:7]=1.[OH-].[K+]>CO.O>[Cl:1][C:2]1[C:3]([O:12][C:13]2[CH:25]=[CH:24][C:16]([O:17][CH:18]([CH3:23])[C:19]([OH:21])=[O:20])=[CH:15][CH:14]=2)=[N:4][CH:5]=[C:6]([C:8]([F:11])([F:10])[F:9])[CH:7]=1 |f:1.2|. Reported procedure: To a solution of methyl 2-[4-(3-chloro-5-trifluoromethyl-2-pyridyloxy)phenoxy]propionate (1.75 g) in methanol (15 ml) is added potassium hydroxide (1.0 g) in water (10 ml). The resulting mixture is stirred at RT until a clear solution is obtained (~20 min). Most of the methanol is removed, and the aqueous solution is acidified with dilute HCl and extracted with ether. The combined ether extracts are dried and concentrated to dryness to give 2-[4-(3-chloro-5-trifluoromethyl-2-pyridyloxy)-phenoxy]... The reactants are CC(C)=O, Cc1ccncc1C, CI. The product is Cc1cc[n+](C)cc1C, [I-]. As a reaction SMILES: [CH3:11][C:12](=[O:13])[CH3:14].[CH3:1][c:2]1[cH:3][n:4][cH:5][cH:6][c:7]1[CH3:8].[CH3:9][I:10]>>[CH3:1][c:2]1[cH:3][n+:4]([CH3:9])[cH:5][cH:6][c:7]1[CH3:8].[I-:10].